From a dataset of the Open Reaction Database (ORD), a public repository of structured organic reaction records. describe an organic reaction: reactants, conditions, products, and yield Reaction SMILES: [C:1]([C:4]1[C:5]([CH3:18])=[C:6]2[C:11](=[C:12]([CH3:14])[CH:13]=1)S[CH2:9][C:8]([CH3:16])([CH3:15])[C:7]2=[O:17])(=[O:3])[CH3:2].C(O)(=O)C.OO.[S:25]([O-:28])(O)=[O:26].[Na+]>O>[C:1]([C:4]1[C:5]([CH3:18])=[C:6]2[C:11](=[C:12]([CH3:14])[CH:13]=1)[S:25](=[O:28])(=[O:26])[CH2:16][C:8]([CH3:15])([CH3:9])[C:7]2=[O:17])(=[O:3])[CH3:2] |f:3.4|. Product: C(C)(=O)C=1C(=C2C(C(CS(C2=C(C1)C)(=O)=O)(C)C)=O)C (6-acetyl-3,3,5,8-tetramethylthiochroman-4-one-1,1-dioxide). Procedure details: A 100-ml round-bottomed flask was charged with 1.18 g (4.50 mmol) of 6-acetyl-3,3,5,8-tetramethylthiochroman-4-one, 2 ml of acetic acid and 1.12 g (9.88 mmol) of a 30 wt % hydrogen peroxide aqueous solution, and the mixture was allowed to react at 80° C. for 2 and half hours. The reaction mixture was diluted with about 30 ml of water, and a sodium hydrogensulfite aqueous solution was added to decompose excess peroxide. Then, the mixture was extracted with ethyl acetate. An organic layer was wash... The reactants are C(C)(=O)C=1C(=C2C(C(CSC2=C(C1)C)(C)C)=O)C (6-acetyl-3,3,5,8-tetramethylthiochroman-4-one), C(C)(=O)O (acetic acid), OO (hydrogen peroxide), S(=O)(O)[O-].[Na+] (sodium hydrogensulfite), peroxide. Isolated yield 97.0%. The solvent is O (water). The reactants are NC[C@@H]1CCC(N1)=O ((S)-5-(aminomethyl)pyrrolidin-2-one), BrC1=CN=C2N1N=C(C=C2)F (3-bromo-6-fluoroimidazo[1,2-b]pyridazine), amine, C11H12BrN5O. The product is BrC1=CN=C2N1N=C(C=C2)NC[C@@H]2CCC(N2)=O ((S)-5-(((3-bromoimidazo[1,2-b]pyridazin-6-yl)amino)methyl)pyrrolidin-2-one). Yield: 62.0%. RXN SMILES: [NH2:1][CH2:2][C@H:3]1[NH:7][C:6](=[O:8])[CH2:5][CH2:4]1.[Br:9][C:10]1[N:14]2[N:15]=[C:16](F)[CH:17]=[CH:18][C:13]2=[N:12][CH:11]=1>>[Br:9][C:10]1[N:14]2[N:15]=[C:16]([NH:1][CH2:2][C@H:3]3[NH:7][C:6](=[O:8])[CH2:5][CH2:4]3)[CH:17]=[CH:18][C:13]2=[N:12][CH:11]=1. Procedure details: The (S)-5-(aminomethyl)pyrrolidin-2-one was reacted with 3-bromo-6-fluoroimidazo[1,2-b]pyridazine under the amine displacement conditions described in example 5.6.42, Part A, to obtain the titled in 62% yield. 1H NMR (400 MHz, METHANOL-d4) δ ppm 1.90-2.04 (m, 1H) 2.24-2.50 (m, 3H) 3.46-3.56 (m, 2H) 4.09 (quin, J=5.84 Hz, 1H) 6.74 (d, J=9.70 Hz, 1H) 7.43 (s, 1H) 7.60 (d, J=9.70 Hz, 1H); LRMS (ESI) m/310.0 doublet [(M+H)+, calcd for C11H12BrN5O 309.0]. The reactants are [Br-], Cc1ccc(S(=O)(=O)Sc2cc(C)c(OCCO)cc2C(C)(C)C)cc1, Cc1ccc(S(=O)(=O)Sc2cc(C)c(CO)cc2C(C)(C)C)cc1, O=C([O-])[O-], CS(C)=O, O=C1C=C(O)CC(CCc2ccc(O)cc2)(C2CCCC2)O1, [K+], [K+], [K+], CN(C)C=O. The product is Cc1cc(SC2=C(O)CC(CCc3ccc(O)cc3)(C3CCCC3)OC2=O)c(C(C)(C)C)cc1OCCO. RXN SMILES: [Br-:79].[C:1]([CH3:2])([CH3:3])([CH3:4])[c:5]1[c:6]([S:16][S:17]([c:18]2[cH:19][cH:20][c:21]([CH3:22])[cH:23][cH:24]2)(=[O:25])=[O:26])[cH:7][c:8]([CH3:15])[c:9]([O:11][CH2:12][CH2:13][OH:14])[cH:10]1.[C:27]([c:28]1[cH:29][c:30]([CH2:31][OH:32])[c:33]([CH3:34])[cH:35][c:36]1[S:37][S:38]([c:39]1[cH:40][cH:41][c:42]([CH3:43])[cH:44][cH:45]1)(=[O:46])=[O:47])([CH3:48])([CH3:49])[CH3:50].[C:73](=[O:74])([O-:75])[O-:76].[CH3:81][S:82]([CH3:83])=[O:84].[CH:51]1([C:56]2([CH2:64][CH2:65][c:66]3[cH:67][cH:68][c:69]([OH:72])[cH:70][cH:71]3)[CH2:57][C:58]([OH:63])=[CH:59][C:60](=[O:62])[O:61]2)[CH2:52][CH2:53][CH2:54][CH2:55]1.[K+:77].[K+:78].[K+:80].[O:85]=[CH:86][N:87]([CH3:88])[CH3:89]>>[C:1]([CH3:2])([CH3:3])([CH3:4])[c:5]1[c:6]([S:16][C:59]2=[C:58]([OH:63])[CH2:57][C:56]([CH:51]3[CH2:52][CH2:53][CH2:54][CH2:55]3)([CH2:64][CH2:65][c:66]3[cH:67][cH:68][c:69]([OH:72])[cH:70][cH:71]3)[O:61][C:60]2=[O:62])[cH:7][c:8]([CH3:15])[c:9]([O:11][CH2:12][CH2:13][OH:14])[cH:10]1.